Dataset: the Open Reaction Database (ORD), a public repository of structured organic reaction records. Task: describe an organic reaction: reactants, conditions, products, and yield Reactants: C, CC(C)(C)O, CCOCC(CN(Cc1ccc(OC)cc1)Cc1ccc(OC)cc1)Oc1ccccn1, [Pd]. Yields the product CCOCC(CN)Oc1ccccn1. Reaction SMILES: [C:33].[C:35]([OH:36])([CH3:37])([CH3:38])[CH3:39].[CH2:1]([CH3:2])[O:3][CH2:4][CH:5]([CH2:6][N:7]([CH2:8][c:9]1[cH:10][cH:11][c:12]([O:13][CH3:14])[cH:15][cH:16]1)[CH2:17][c:18]1[cH:19][cH:20][c:21]([O:22][CH3:23])[cH:24][cH:25]1)[O:26][c:27]1[n:28][cH:29][cH:30][cH:31][cH:32]1.[Pd:34]>>[CH2:1]([CH3:2])[O:3][CH2:4][CH:5]([CH2:6][NH2:7])[O:26][c:27]1[n:28][cH:29][cH:30][cH:31][cH:32]1. Reactants: two, N[C@@H](C)C(=O)O (L-alanine), [OH-].[Na+] (sodium hydroxide), O (water), ClCC(=O)Cl (chloroacetyl chloride), [OH-].[Na+] (sodium hydroxide). Solvent: C(C)OCC (diethyl ether), C(C)OCC (diethyl ether). Product: ClCC(=O)N[C@@H](C)C(=O)O (2-chloroacetyl-(L)-alanine). Isolated yield 84.5%. RXN SMILES: [OH-].[Na+].O.[NH2:4][C@H:5]([C:7]([OH:9])=[O:8])[CH3:6].[Cl:10][CH2:11][C:12](Cl)=[O:13]>C(OCC)C>[Cl:10][CH2:11][C:12]([NH:4][C@H:5]([C:7]([OH:9])=[O:8])[CH3:6])=[O:13] |f:0.1|. Reported procedure: Into a 5-liter, 4-neck, round-bottom flask equipped with a mechanical stirrer, pH probe, thermometer, two 1-liter addition funnels and a nitrogen bubble were charged 157 g (3.93 mole) of sodium hydroxide and 1800 ml of water followed by 350 g (3.93 mole) of L-alanine. After all the solids dissolved, 600 ml of diethyl ether was added and solutions of chloroacetyl chloride (500 g, 4.43 mole) in 600 ml of diethyl ether and dilute sodium hydroxide (225 g in 500 ml water) were added concomitantly whi... The reactants are O (Water), Cl.CNC (dimethylamine hydrochloride), C(C)(C)N(CC)C(C)C (diisopropylethylamine), NC1=C(C(=C(C2=C1C(C=C(O2)C2=CC(=C(C(=C2)Cl)N)Cl)=O)F)COC(CCl)=O)F (5-Amino-2-(4-amino-3,5-dichlorophenyl)-7-chloroacetoxymethyl-6,8-difluoro-4H-1-benzopyran-4-one). Solvent: CN(C=O)C (dimethylformamide). Reaction conditions: temperature 50 celsius, time 3 hour. Product: NC1=C(C(=C(C2=C1C(C=C(O2)C2=CC(=C(C(=C2)Cl)N)Cl)=O)F)COC(CN(C)C)=O)F (5-Amino-2-(4-amino-3,5-dichlorophenyl)-7-dimethylaminoacetoxymethyl-6,8-difluoro-4H-1-benzopyran-4-one). Yield: 82.5%. As a reaction SMILES: [NH2:1][C:2]1[C:7]2[C:8](=[O:21])[CH:9]=[C:10]([C:12]3[CH:17]=[C:16]([Cl:18])[C:15]([NH2:19])=[C:14]([Cl:20])[CH:13]=3)[O:11][C:6]=2[C:5]([F:22])=[C:4]([CH2:23][O:24][C:25](=[O:28])[CH2:26]Cl)[C:3]=1[F:29].Cl.[CH3:31][NH:32][CH3:33].C(N(C(C)C)CC)(C)C.O>CN(C)C=O>[NH2:1][C:2]1[C:7]2[C:8](=[O:21])[CH:9]=[C:10]([C:12]3[CH:13]=[C:14]([Cl:20])[C:15]([NH2:19])=[C:16]([Cl:18])[CH:17]=3)[O:11][C:6]=2[C:5]([F:22])=[C:4]([CH2:23][O:24][C:25](=[O:28])[CH2:26][N:32]([CH3:33])[CH3:31])[C:3]=1[F:29] |f:1.2|. Procedure details: 2.00 g (4.31 mmol) of Compound 171 obtained in Example 171 was dissolved in 80 mL of dimethylformamide, 1.76 g (21.6 mmol) of dimethylamine hydrochloride and 3.75 mL (21.6 mmol) of diisopropylethylamine were added, and the mixture was stirred at 50° C., for 3 hours. Water was added to the reaction solution and the precipitated crystals were collected by filtration. The crystals were purified by silica gel column chromatography (chloroform:methanol=9:1), to give 1.68 g of Compound 172 (yield: 83%... Starting materials: C(C=C)(=O)Cl (acryloyl chloride), ClC=1C(=NC(=NC1)NC=1C=C(C(=CC1OC)N1CC2(C1)N(CCC2)C)N)C=2C=NN1C2C=CC=C1 (N′-(5-chloro-4-pyrazolo[1,5-a]pyridin-3-ylpyrimidin-2-yl)-4-methoxy-6-(5-methyl-2,5-diazaspiro[3.4]octan-2-yl)benzene-1,3-diamine), ClC=1C(=NC(=NC1)NC=1C=C(C(=CC1OC)N1CC2(C1)N(CCC2)C)N)C=2C=NN1C2C=CC=C1 (N′-(5-chloro-4-pyrazolo[1,5-a]pyridin-3-ylpyrimidin-2-yl)-4-methoxy-6-(5-methyl-2,5-diazaspiro[3.4]octan-2-yl)benzene-1,3-diamine). Solvent: C(Cl)Cl (CH2Cl2), C(Cl)Cl (CH2Cl2). Conditions: time 3 hour. Yields the product ClC=1C(=NC(=NC1)NC=1C(=CC(=C(C1)NC(C=C)=O)N1CC2(C1)N(CCC2)C)OC)C=2C=NN1C2C=CC=C1 (N-{5-[(5-Chloro-4-pyrazolo[1,5-a]pyridin-3-ylpyrimidin-2-yl)amino]-4-methoxy-2-[5-methyl-2,5-diazaspiro[3.4]octan-2-yl]phenyl}prop-2-enamide). The yield is 64.2%. Reaction SMILES: [C:1](Cl)(=[O:4])[CH:2]=[CH2:3].[Cl:6][C:7]1[C:8]([C:32]2[CH:33]=[N:34][N:35]3[CH:40]=[CH:39][CH:38]=[CH:37][C:36]=23)=[N:9][C:10]([NH:13][C:14]2[CH:15]=[C:16]([NH2:31])[C:17]([N:22]3[CH2:25][C:24]4([CH2:29][CH2:28][CH2:27][N:26]4[CH3:30])[CH2:23]3)=[CH:18][C:19]=2[O:20][CH3:21])=[N:11][CH:12]=1>C(Cl)Cl>[Cl:6][C:7]1[C:8]([C:32]2[CH:33]=[N:34][N:35]3[CH:40]=[CH:39][CH:38]=[CH:37][C:36]=23)=[N:9][C:10]([NH:13][C:14]2[C:19]([O:20][CH3:21])=[CH:18][C:17]([N:22]3[CH2:23][C:24]4([CH2:29][CH2:28][CH2:27][N:26]4[CH3:30])[CH2:25]3)=[C:16]([NH:31][C:1](=[O:4])[CH:2]=[CH2:3])[CH:15]=2)=[N:11][CH:12]=1. Procedure details: A solution of acryloyl chloride (5.71 mg, 0.06 mmol) in CH2Cl2 (1 mL) was added dropwise to a mixture of N′-(5-chloro-4-pyrazolo[1,5-a]pyridin-3-ylpyrimidin-2-yl)-4-methoxy-6-(5-methyl-2,5-diazaspiro[3.4]octan-2-yl)benzene-1,3-diamine (Intermediate 45, 31 mg, 0.06 mmol) in CH2Cl2 (5 mL), which was cooled in an ice/water bath. The mixture was stirred for 3 h and then washed with brine, dried (Na2SO4) and concentrated in vacuo. Purification by FCC, eluting with 0-2% 7N methanolic ammonia in CH2Cl2... The reactants are [O-]B([O-])Oc1ccccc1, O=C1Nc2ccccc2Oc2sc(Br)cc21, CCOC(C)=O, CC(C)OC(C)C, [Na+], [Na+], O=C([O-])[O-]. Yields the product O=C1Nc2ccccc2Oc2sc(-c3ccccc3)cc21. Reaction SMILES: [B:17]([O-:18])([O-:25])[O:26][c:19]1[cH:20][cH:21][cH:22][cH:23][cH:24]1.[Br:1][c:2]1[cH:3][c:4]2[c:5]([s:16]1)[O:6][c:7]1[c:8]([cH:12][cH:13][cH:14][cH:15]1)[NH:9][C:10]2=[O:11].[CH3:34][CH2:35][O:36][C:37](=[O:38])[CH3:39].[CH:27]([O:28][CH:29]([CH3:30])[CH3:31])([CH3:32])[CH3:33].[Na+:40].[Na+:41].[O-:42][C:43](=[O:44])[O-:45]>>[c:2]1(-[c:19]2[cH:20][cH:21][cH:22][cH:23][cH:24]2)[cH:3][c:4]2[c:5]([s:16]1)[O:6][c:7]1[c:8]([cH:12][cH:13][cH:14][cH:15]1)[NH:9][C:10]2=[O:11]. The reactants are C[Si](C)(C)C#C (trimethylsilylacetylene), BrC=1C=C2C=CC(=CC2=CC1)O[Si](C(C)C)(C(C)C)C(C)C ((6-bromonaphthalen-2-yloxy)triisopropylsilane), CCOCC (ether). Reagents/catalysts: Cl[Pd]([P](C1=CC=CC=C1)(C2=CC=CC=C2)C3=CC=CC=C3)([P](C4=CC=CC=C4)(C5=CC=CC=C5)C6=CC=CC=C6)Cl (bis(triphenylphosphine)palladium(II) chloride), [Cu]I (copper(I) iodide). Run in C(C)(C)NC(C)C (diisopropylamine), C1CCOC1 (THF), C1CCOC1 (THF). Conditions: temperature 70 celsius, time 8 hour. The product is C(C)(C)[Si](OC1=CC2=CC=C(C=C2C=C1)C#C[Si](C)(C)C)(C(C)C)C(C)C (2-triisopropylsilanyloxy-6-trimethylsilanylethynylnaphthalene). RXN SMILES: Br[C:2]1[CH:3]=[C:4]2[C:9](=[CH:10][CH:11]=1)[CH:8]=[C:7]([O:12][Si:13]([CH:20]([CH3:22])[CH3:21])([CH:17]([CH3:19])[CH3:18])[CH:14]([CH3:16])[CH3:15])[CH:6]=[CH:5]2.[CH3:23][Si:24]([C:27]#[CH:28])([CH3:26])[CH3:25].CCOCC>C1COCC1.C(NC(C)C)(C)C.Cl[Pd](Cl)([P](C1C=CC=CC=1)(C1C=CC=CC=1)C1C=CC=CC=1)[P](C1C=CC=CC=1)(C1C=CC=CC=1)C1C=CC=CC=1.[Cu]I>[CH:20]([Si:13]([CH:14]([CH3:16])[CH3:15])([CH:17]([CH3:18])[CH3:19])[O:12][C:7]1[CH:6]=[CH:5][C:4]2[C:9](=[CH:10][CH:11]=[C:2]([C:28]#[C:27][Si:24]([CH3:26])([CH3:25])[CH3:23])[CH:3]=2)[CH:8]=1)([CH3:22])[CH3:21] |^1:48,67|. Reported procedure: 35.0 g (90.4 mmol) of (6-bromonaphthalen-2-yloxy)triisopropylsilane are initially introduced in 120 ml of THF and 70 ml of diisopropylamine, and, after addition of 3.50 g (5.0 mmol) of bis(triphenylphosphine)palladium(II) chloride and 1.0 g (5.3 mmol) of copper(I) iodide, 25.0 g (0.255 mol) of trimethylsilylacetylene in 30 ml of THF are added dropwise at 70° C. The batch is left to stir for 4 h at 70° C. and overnight at room temp., 150 ml of MTB ether are added, and the mixture is washed three ... The reactants are C(C)(C)(C)OC(N(C1=CC=NC=C1)CCOC1=CC(=CC(=C1)C(N(CC1CC1)CCC#N)=O)Cl)=O ((2-{3-chloro-5-[(2-cyano-ethyl)-cyclopropylmethyl-carbamoyl]-phenoxy}-ethyl)-pyridin-4-yl-carbamic acid tert-butyl ester), FC(C(=O)O)(F)F (trifluoroacetic acid). Solvent: ClCCl (dichloromethane). Reaction conditions: time 18 hour. Product: FC(C(=O)O)(F)F.C(N)(=O)CCN(C(C1=CC(=CC(=C1)OCCNC1=CC=NC=C1)Cl)=O)CC1CC1 (N-(2-Carbamoyl-ethyl)-3-chloro-N-cyclopropylmethyl-5-[2-(pyridin-4-ylamino)-ethoxy]-benzamide trifluoroacetate). Reaction SMILES: C(OC(=O)[N:7]([CH2:14][CH2:15][O:16][C:17]1[CH:22]=[C:21]([C:23](=[O:33])[N:24]([CH2:29][CH2:30][C:31]#[N:32])[CH2:25][CH:26]2[CH2:28][CH2:27]2)[CH:20]=[C:19]([Cl:34])[CH:18]=1)[C:8]1[CH:13]=[CH:12][N:11]=[CH:10][CH:9]=1)(C)(C)C.[F:36][C:37]([F:42])([F:41])[C:38]([OH:40])=[O:39]>ClCCl>[F:36][C:37]([F:42])([F:41])[C:38]([OH:40])=[O:39].[C:31]([CH2:30][CH2:29][N:24]([CH2:25][CH:26]1[CH2:28][CH2:27]1)[C:23](=[O:33])[C:21]1[CH:22]=[C:17]([O:16][CH2:15][CH2:14][NH:7][C:8]2[CH:13]=[CH:12][N:11]=[CH:10][CH:9]=2)[CH:18]=[C:19]([Cl:34])[CH:20]=1)(=[O:39])[NH2:32] |f:3.4|. Procedure details: A solution of (2-{3-chloro-5-[(2-cyano-ethyl)-cyclopropylmethyl-carbamoyl]-phenoxy}-ethyl)-pyridin-4-yl-carbamic acid tert-butyl ester (0.07 g) in a mixture of dichloromethane (5 ml) and trifluoroacetic acid (2 ml) was stored at room temperature for 18 h and then concentrated under reduced pressure to give the title compound as a light brown oil (0.071 g). Reactants: ClC(Cl)Cl, CCn1c(=O)nc(-c2cccc(Cl)c2)c2ccc(C(C)O)nc21. The product is CCn1c(=O)nc(-c2cccc(Cl)c2)c2ccc(C(C)=O)nc21. Reaction SMILES: [CH:24]([Cl:25])([Cl:26])[Cl:27].[Cl:1][c:2]1[cH:3][c:4](-[c:8]2[c:9]3[c:10]([n:11]([CH2:15][CH3:16])[c:12](=[O:14])[n:13]2)[n:17][c:18]([CH:21]([CH3:22])[OH:23])[cH:19][cH:20]3)[cH:5][cH:6][cH:7]1>>[Cl:1][c:2]1[cH:3][c:4](-[c:8]2[c:9]3[c:10]([n:11]([CH2:15][CH3:16])[c:12](=[O:14])[n:13]2)[n:17][c:18]([C:21]([CH3:22])=[O:23])[cH:19][cH:20]3)[cH:5][cH:6][cH:7]1.